From a dataset of the Open Reaction Database (ORD), a public repository of structured organic reaction records. describe an organic reaction: reactants, conditions, products, and yield The product is C(C1=CC=CC=C1)N1C(=CC2=NC(=CC=C21)N(NC(=O)OC(C)(C)C)C(=O)OC(C)(C)C)C2=CSC=C2 (di-tert-butyl 1-[1-benzyl-2-(3-thienyl)-1H-pyrrolo[3,2-b]pyridin-5-yl]hydrazine-1,2-dicarboxylate). Yield: 41.7%. Procedure: 1-Benzyl-5-chloro-2-(3-thienyl)-1H-pyrrolo[3,2-b]pyridine (44 mg, 0.14 mmol, from Step 1), di-tert-butyl hydrazine-1,2-dicarboxylate (47 mg, 0.20 mmol) and Cs2CO3 (66 mg, 0.20 mmol) were combined in toluene (4.7 mL) and dicyclohexyl(2′,4′,6′-triisopropylbiphenyl-2-yl)phosphine-(2′-aminobiphenyl-2-yl)(chloro)palladium (1:1) (11 mg, 0.014 mmol) was added. The mixture was degassed by a stream of nitrogen through the solution for 10 minutes. The reaction was stirred at 120° C. overnight. The mixture... RXN SMILES: [CH2:1]([N:8]1[C:16]2[C:11](=[N:12][C:13](Cl)=[CH:14][CH:15]=2)[CH:10]=[C:9]1[C:18]1[CH:22]=[CH:21][S:20][CH:19]=1)[C:2]1[CH:7]=[CH:6][CH:5]=[CH:4][CH:3]=1.[NH:23]([C:32]([O:34][C:35]([CH3:38])([CH3:37])[CH3:36])=[O:33])[NH:24][C:25]([O:27][C:28]([CH3:31])([CH3:30])[CH3:29])=[O:26].C([O-])([O-])=O.[Cs+].[Cs+]>C1(C)C=CC=CC=1.C1(P(C2CCCCC2)C2C=CC=CC=2C2C(C(C)C)=CC(C(C)C)=CC=2C(C)C)CCCCC1.NC1C=CC=CC=1C1C=CC=CC=1[Pd]Cl>[CH2:1]([N:8]1[C:16]2[C:11](=[N:12][C:13]([N:23]([C:32]([O:34][C:35]([CH3:38])([CH3:37])[CH3:36])=[O:33])[NH:24][C:25]([O:27][C:28]([CH3:29])([CH3:30])[CH3:31])=[O:26])=[CH:14][CH:15]=2)[CH:10]=[C:9]1[C:18]1[CH:22]=[CH:21][S:20][CH:19]=1)[C:2]1[CH:7]=[CH:6][CH:5]=[CH:4][CH:3]=1 |f:2.3.4,6.7|. The reagents and catalysts are C1(CCCCC1)P(C1=C(C=CC=C1)C1=C(C=C(C=C1C(C)C)C(C)C)C(C)C)C1CCCCC1.NC1=C(C=CC=C1)C1=C(C=CC=C1)[Pd]Cl (dicyclohexyl(2′,4′,6′-triisopropylbiphenyl-2-yl)phosphine (2′-aminobiphenyl-2-yl)(chloro)palladium). Reactants: C(C1=CC=CC=C1)N1C(=CC2=NC(=CC=C21)Cl)C2=CSC=C2 (1-benzyl-5-chloro-2-(3-thienyl)-1H-pyrrolo[3,2-b]pyridine), N(NC(=O)OC(C)(C)C)C(=O)OC(C)(C)C (di-tert-butyl hydrazine-1,2-dicarboxylate), C(=O)([O-])[O-].[Cs+].[Cs+] (Cs2CO3). The solvent is C1(=CC=CC=C1)C (toluene). Reaction conditions: temperature 120 celsius, time 8 hour. The reactants are N#CC1=CC=C(O)C=C1. Reagents/catalysts: O1B(OC(C)(C)C1(C)C)B2OC(C)(C)C(O2)(C)C, O1BOC(C)(C)C1(C)C, N=1C=CC(=CC1C=2N=CC=C(C2)C(C)(C)C)C(C)(C)C, C[OH2+].C[OH2+].C1CC=CCCC=C1.C1CC=CCCC=C1.[Ir].[Ir]. Run in C1CCCCC1. Conditions: temperature 80 celsius, time 4 hour. Yields the product N#CC1=CC=C(OC)C=C1B2OC(C)(C)C(O2)(C)C, N#CC1=CC=C(OC)C(=C1)B2OC(C)(C)C(O2)(C)C. Yield: 21.0%. Reactants: CCOC(C)=O, CCCC=Cc1c(CC)nc(CC)c(CO)c1-c1ccccc1, CCCCCC. Yields the product CCCCCc1c(CC)nc(CC)c(CO)c1-c1ccccc1. As a reaction SMILES: [C:30]([O:31][CH2:32][CH3:33])(=[O:34])[CH3:35].[CH2:1]([CH3:2])[c:3]1[n:4][c:5]([CH2:22][CH3:23])[c:6]([CH:17]=[CH:18][CH2:19][CH2:20][CH3:21])[c:7](-[c:11]2[cH:12][cH:13][cH:14][cH:15][cH:16]2)[c:8]1[CH2:9][OH:10].[CH3:24][CH2:25][CH2:26][CH2:27][CH2:28][CH3:29]>>[CH2:1]([CH3:2])[c:3]1[n:4][c:5]([CH2:22][CH3:23])[c:6]([CH2:17][CH2:18][CH2:19][CH2:20][CH3:21])[c:7](-[c:11]2[cH:12][cH:13][cH:14][cH:15][cH:16]2)[c:8]1[CH2:9][OH:10]. Starting materials: FB(F)F, CO, CC(=O)Nc1ccc(OCc2nc(Cl)ccc2Cl)cc1, [NH4+], [OH-], O. The product is Nc1ccc(OCc2nc(Cl)ccc2Cl)cc1. RXN SMILES: [B:23]([F:24])([F:25])[F:26].[CH3:21][OH:22].[Cl:1][c:2]1[c:3]([CH2:9][O:10][c:11]2[cH:12][cH:13][c:14]([NH:17][C:18](=[O:19])[CH3:20])[cH:15][cH:16]2)[n:4][c:5]([Cl:8])[cH:6][cH:7]1.[NH4+:27].[OH-:28].[OH2:29]>>[Cl:1][c:2]1[c:3]([CH2:9][O:10][c:11]2[cH:12][cH:13][c:14]([NH2:17])[cH:15][cH:16]2)[n:4][c:5]([Cl:8])[cH:6][cH:7]1. Reactants: N (ammonia), ClC=1N=NC=C(C1Cl)Cl (3,4,5-trichloropyridazine). Run in C(C)O (ethanol). Product: NC1=C(N=NC=C1Cl)Cl (4-amino-3,5-dichloropyridazine). Reaction SMILES: [NH3:1].[Cl:2][C:3]1[N:4]=[N:5][CH:6]=[C:7]([Cl:10])[C:8]=1Cl>C(O)C>[NH2:1][C:8]1[C:7]([Cl:10])=[CH:6][N:5]=[N:4][C:3]=1[Cl:2]. Procedure details: Dry ethanol is saturated with ammonia gas and placed in a sealed tube with 8.0 grams of 3,4,5-trichloropyridazine. The reaction mixture is heated at 120°-130° C. for five hours. The tube is opened and the reaction mixture concentrated under reduced pressure. The residue is dissolved in 20 ml of chloroform and the solution heated under reflux for 20 minutes. The solution is allowed to cool to ambient temperature for several hours in place. A solid precipitate is collected by filtration and repeat... Reactants: BrC1=CC=C(C=C1)C(CC(C(=O)OCC)CCC1=CC=CC=C1)=O (Ethyl 4-(4-bromophenyl)-4-oxo-2-(2-phenylethyl)butanoate), [N+](=O)([O-])C1=CC=C(C=C1)B(O)O (4-nitrophenylboronic acid), C1(=CC=CC=C1)C (Toluene), C([O-])([O-])=O.[Na+].[Na+] (sodium carbonate), [1,1′-bis(diphenyl-phosphino)-ferrocene]dichloro palladium(II). The solvent is O1CCOCC1 (dioxane). Conditions: temperature 85 celsius. Yields the product [N+](=O)([O-])C1=CC=C(C=C1)C1=CC=C(C=C1)C(CC(C(=O)OCC)CCC1=CC=CC=C1)=O (ethyl 4-(4′-nitro-1,1′-biphenyl-4-yl)-4-oxo-2-(2-phenylethyl)butanoate). Isolated yield 75.2%. RXN SMILES: Br[C:2]1[CH:7]=[CH:6][C:5]([C:8](=[O:24])[CH2:9][CH:10]([CH2:16][CH2:17][C:18]2[CH:23]=[CH:22][CH:21]=[CH:20][CH:19]=2)[C:11]([O:13][CH2:14][CH3:15])=[O:12])=[CH:4][CH:3]=1.[N+:25]([C:28]1[CH:33]=[CH:32][C:31](B(O)O)=[CH:30][CH:29]=1)([O-:27])=[O:26].C1(C)C=CC=CC=1.C(=O)([O-])[O-].[Na+].[Na+]>O1CCOCC1>[N+:25]([C:28]1[CH:33]=[CH:32][C:31]([C:2]2[CH:7]=[CH:6][C:5]([C:8](=[O:24])[CH2:9][CH:10]([CH2:16][CH2:17][C:18]3[CH:23]=[CH:22][CH:21]=[CH:20][CH:19]=3)[C:11]([O:13][CH2:14][CH3:15])=[O:12])=[CH:4][CH:3]=2)=[CH:30][CH:29]=1)([O-:27])=[O:26] |f:3.4.5|. Procedure: Ethyl 4-(4-bromophenyl)-4-oxo-2-(2-phenylethyl)butanoate (4.32 g, 11.1 mmol) and 4-nitrophenylboronic acid (2.22, 13.3 mmol) was added to a dry flask under argon. Toluene (100 mL), dioxane (25 mL), saturated aqueous sodium carbonate (30 mL), and [1,1′-bis(diphenyl-phosphino)-ferrocene]dichloro palladium(II) (1:1 complex with dichloromethane, 453 mg, 0.55 mmol) were added and the mixture was thoroughly degassed. The resulting mixture was then heated at 85° C. for 16 h before it was cooled to rt. ...